This data is from the Open Reaction Database (ORD), a public repository of structured organic reaction records. The task is: describe an organic reaction: reactants, conditions, products, and yield Starting materials: Cc1cn(C2CC(O)C(CO)O2)c(=O)nc1NCc1ccco1, CO, [Na+], [OH-], O, [SiH4]. Yields the product Cc1c[nH]c(=O)nc1NCc1ccco1. Reaction SMILES: [CH2:1]([c:2]1[cH:3][cH:4][cH:5][o:6]1)[NH:7][c:8]1[n:9][c:10](=[O:23])[n:11]([CH:12]2[O:13][CH:14]([CH2:15][OH:16])[CH:17]([OH:18])[CH2:19]2)[cH:20][c:21]1[CH3:22].[CH3:28][OH:29].[Na+:25].[OH-:24].[OH2:27].[SiH4:26]>>[CH2:1]([c:2]1[cH:3][cH:4][cH:5][o:6]1)[NH:7][c:8]1[n:9][c:10](=[O:23])[nH:11][cH:20][c:21]1[CH3:22]. The reactants are CCc1ccc(C(=O)c2cc(Br)c(OC)cc2Cl)cc1, CC[SiH](CC)CC, O=S(=O)(O)C(F)(F)F, O=C(O)C(F)(F)F. Yields the product CCc1ccc(Cc2cc(Br)c(OC)cc2Cl)cc1. RXN SMILES: [Br:1][c:2]1[c:3]([O:19][CH3:20])[cH:4][c:5]([Cl:18])[c:6]([C:8](=[O:9])[c:10]2[cH:11][cH:12][c:13]([CH2:16][CH3:17])[cH:14][cH:15]2)[cH:7]1.[CH2:21]([SiH:22]([CH2:23][CH3:24])[CH2:25][CH3:26])[CH3:27].[F:28][C:29]([F:30])([F:31])[S:32]([OH:33])(=[O:34])=[O:35].[F:36][C:37]([F:38])([F:39])[C:40]([OH:41])=[O:42]>>[Br:1][c:2]1[c:3]([O:19][CH3:20])[cH:4][c:5]([Cl:18])[c:6]([CH2:8][c:10]2[cH:11][cH:12][c:13]([CH2:16][CH3:17])[cH:14][cH:15]2)[cH:7]1.